Dataset: the Open Reaction Database (ORD), a public repository of structured organic reaction records. Task: describe an organic reaction: reactants, conditions, products, and yield Starting materials: C1(=CC=CC=C1)C (toluene), S(=O)(Cl)Cl (thionyl chloride), S(=O)(Cl)Cl (thionyl chloride), C1(CC1)COC=1C=C(C(=O)O)C=CC1OC(F)F (3-cyclopropylmethoxy-4-difluoromethoxybenzoic acid). Run in CN(C)C=O (DMF). Yields the product C1(CC1)COC=1C=C(C(=O)Cl)C=CC1OC(F)F (3-cyclopropylmethoxy-4-difluoromethoxybenzoyl chloride). As a reaction SMILES: C1(C)C=CC=CC=1.S(Cl)([Cl:10])=O.[CH:12]1([CH2:15][O:16][C:17]2[CH:18]=[C:19]([CH:23]=[CH:24][C:25]=2[O:26][CH:27]([F:29])[F:28])[C:20](O)=[O:21])[CH2:14][CH2:13]1>CN(C=O)C>[CH:12]1([CH2:15][O:16][C:17]2[CH:18]=[C:19]([CH:23]=[CH:24][C:25]=2[O:26][CH:27]([F:29])[F:28])[C:20]([Cl:10])=[O:21])[CH2:14][CH2:13]1. Procedure details: A reaction vessel is charged with toluene, a catalytic amount of DMF (1-5% by weight of the amount of thionyl chloride employed) and 1 equivalent of 3-cyclopropylmethoxy-4-difluoromethoxybenzoic acid. While stirring, 1 to 4 equivalents of thionyl chloride are slowly added at 70 to 90° C. Reactants: O=C1CCC(=O)N1Br, CO, c1ccc(-c2cccs2)cc1. The product is Brc1ccc(-c2ccccc2)s1. As a reaction SMILES: [Br:12][N:13]1[C:14](=[O:15])[CH2:16][CH2:17][C:18]1=[O:19].[CH3:20][OH:21].[c:1]1(-[c:7]2[s:8][cH:9][cH:10][cH:11]2)[cH:2][cH:3][cH:4][cH:5][cH:6]1>>[c:1]1(-[c:7]2[s:8][c:9]([Br:12])[cH:10][cH:11]2)[cH:2][cH:3][cH:4][cH:5][cH:6]1. Starting materials: O (water), CSC1=CC=C(C=C1)C=C(C)[N+](=O)[O-] (1-Methylsulfanyl-4-(2-nitro-propenyl)-benzene), ferric chloride hexahydrate, O (water), Cl (hydrochloric acid). The solvent is C(Cl)(Cl)Cl (chloroform). Reaction conditions: time 4 hour. Product: CSC1=CC=C(C=C1)CC(C)=O (1-(4-Methylsulfanyl-phenyl)-propan-2-one). Reaction SMILES: [CH3:1][S:2][C:3]1[CH:8]=[CH:7][C:6]([CH:9]=[C:10]([N+]([O-])=O)[CH3:11])=[CH:5][CH:4]=1.Cl.[OH2:16]>C(Cl)(Cl)Cl>[CH3:1][S:2][C:3]1[CH:8]=[CH:7][C:6]([CH2:9][C:10](=[O:16])[CH3:11])=[CH:5][CH:4]=1. Procedure: A stirred mixture of crude 1-methylsulfanyl-4-(2-nitro-propenyl)-benzene (27a) (28.8 mmol) iron filings (6.25 g, 112 mmol) and ferric chloride hexahydrate (0.155 g, 0.57 mmol) in water (20 ml) is heated to reflux. Concentrated hydrochloric acid (10 ml) is added over 2 hours the reflux continued for 4 hours. After 18 hours at room temperature the reaction is diluted with water and chloroform. The mixture is filtered through celite and the organic extract is separated. The aqueous extract is extra... Starting materials: CON(C(=O)C1=CN(C2=CC=CC=C2C1=O)CC1=NC(=CC=C1)Br)C (1-(6-bromo-pyridin-2-ylmethyl)-4-oxo-1,4-dihydro-quinoline-3-carboxylic acid methoxy-methyl-amide), white powder, IC1=CC=C(C(=N1)C)OC (6-iodo-3-methoxy-2-methyl-pyridine), C(C)(C)[Mg]Cl (isopropylmagnesium chloride). The solvent is C1CCOC1 (THF), C1CCOC1 (THF). Product: BrC1=CC=CC(=N1)CN1C=C(C(C2=CC=CC=C12)=O)C(=O)C1=NC(=C(C=C1)OC)C (1-(6-Bromo-pyridin-2-ylmethyl)-3-(5-methoxy-6-methyl-pyridine-2-carbonyl)-1H-quinolin-4-one). Reaction SMILES: CON(C)[C:4]([C:6]1[C:15](=[O:16])[C:14]2[C:9](=[CH:10][CH:11]=[CH:12][CH:13]=2)[N:8]([CH2:17][C:18]2[CH:23]=[CH:22][CH:21]=[C:20]([Br:24])[N:19]=2)[CH:7]=1)=[O:5].I[C:27]1[N:32]=[C:31]([CH3:33])[C:30]([O:34][CH3:35])=[CH:29][CH:28]=1.C([Mg]Cl)(C)C>C1COCC1>[Br:24][C:20]1[N:19]=[C:18]([CH2:17][N:8]2[C:9]3[C:14](=[CH:13][CH:12]=[CH:11][CH:10]=3)[C:15](=[O:16])[C:6]([C:4]([C:27]3[CH:28]=[CH:29][C:30]([O:34][CH3:35])=[C:31]([CH3:33])[N:32]=3)=[O:5])=[CH:7]2)[CH:23]=[CH:22][CH:21]=1. Procedure details: Experimental conditions analogous to those described for Step 6 of Example 60 from 120 mg (0.30 mmol) of 1-(6-bromo-pyridin-2-ylmethyl)-4-oxo-1,4-dihydro-quinoline-3-carboxylic acid methoxy-methyl-amide in 1 mL THF and 164 mg (0.66 mmol) of 6-iodo-3-methoxy-2-methyl-pyridine in 1 mL THF with 0.34 mL 2M isopropylmagnesium chloride. Yield: 60 mg of a white powder. LC-MSD, m/z for C23H18BrN3O3 [M+H]+=464.0, 466.0; HPLC retention time: 1.9 min. The reactants are FC=1C=C(C#N)C=CC1OC (3-fluoro-4-methoxybenzonitrile), C(C)[Mg]Br (ethylmagnesium bromide), C1CCOC1 (THF). Run at time 8 hour. Product: FC=1C=C(C=CC1OC)C(CC)=O (1-(3-fluoro-4-methoxyphenyl)propan-1-one). Isolated yield 57.0%. As a reaction SMILES: [F:1][C:2]1[CH:3]=[C:4]([CH:7]=[CH:8][C:9]=1[O:10][CH3:11])[C:5]#N.[CH2:12]([Mg]Br)[CH3:13].C1C[O:19]CC1>>[F:1][C:2]1[CH:3]=[C:4]([C:5](=[O:19])[CH2:12][CH3:13])[CH:7]=[CH:8][C:9]=1[O:10][CH3:11]. Reported procedure: To a solution of 3-fluoro-4-methoxybenzonitrile (350 mg, 2.32 mmol) in 15 mL anhydrous THF was added ethylmagnesium bromide (1 M in Et2O, 4.63 mL) at 0° C. The reaction mixture was stirred at rt overnight, then quenched with sat. NaHCO3, extracted with EtOAc, washed with brine, dried and evaporated. The residue was purified by column chromatography (eluent: petroleum ether/EtOAc=5/1) over silica gel to give the product (239 mg, 57% yield) as a yellow solid. The reactants are Cl.O1CCOCC1 (hydrogen chloride dioxane), OC=1C=C(OC2CCN(CC2)C(=O)OC(C)(C)C)C=CC1C(NC1=C(C=CC(=C1)C1=CC=CC=C1)C(=O)OC)=O (tert-butyl 4-(3-hydroxy-4-(2-(methoxycarbonyl)-5-phenylphenylcarbamoyl)phenoxy)piperidine-1-carboxylate). Run in C(C)(=O)OCC (Ethyl acetate). Conditions: time 3 hour. Product: Cl.OC1=C(C(=O)NC2=C(C(=O)OC)C=CC(=C2)C2=CC=CC=C2)C=CC(=C1)OC1CCNCC1 (methyl 2-(2-hydroxy-4-(piperidin-4-yloxy)benzamido)-4-phenylbenzoate hydrochloride). Reaction SMILES: [ClH:1].O1CCOCC1.[OH:8][C:9]1[CH:10]=[C:11]([CH:26]=[CH:27][C:28]=1[C:29](=[O:47])[NH:30][C:31]1[CH:36]=[C:35]([C:37]2[CH:42]=[CH:41][CH:40]=[CH:39][CH:38]=2)[CH:34]=[CH:33][C:32]=1[C:43]([O:45][CH3:46])=[O:44])[O:12][CH:13]1[CH2:18][CH2:17][N:16](C(OC(C)(C)C)=O)[CH2:15][CH2:14]1>C(OCC)(=O)C>[ClH:1].[OH:8][C:9]1[CH:10]=[C:11]([O:12][CH:13]2[CH2:14][CH2:15][NH:16][CH2:17][CH2:18]2)[CH:26]=[CH:27][C:28]=1[C:29]([NH:30][C:31]1[CH:36]=[C:35]([C:37]2[CH:38]=[CH:39][CH:40]=[CH:41][CH:42]=2)[CH:34]=[CH:33][C:32]=1[C:43]([O:45][CH3:46])=[O:44])=[O:47] |f:0.1,4.5|. Procedure: Ethyl acetate (1 mL) and a 4 mol/L hydrogen chloride-dioxane solution (0.50 mL) were added to the obtained tert-butyl 4-(3-hydroxy-4-(2-(methoxycarbonyl)-5-phenylphenylcarbamoyl)phenoxy)piperidine-1-carboxylate (0.025 g), followed by stirring at room temperature for 3 hours. The solid substance was collected from the reaction mixture by filtration to obtain 0.018 g of methyl 2-(2-hydroxy-4-(piperidin-4-yloxy)benzamido)-4-phenylbenzoate hydrochloride as a white solid. Starting materials: O.[C@@H]1(C[C@H](O)[C@@H](CO)O1)N1C(=O)N=C(N)C=C1 (2'-deoxycytidine monohydrate), N#N.C(C(C)C)(=O)[C@@]1(C[C@H](O)[C@@H](CO)O1)N1C=NC=2C(=O)NC(N)=NC12 (N2 isobutyryl-2'-deoxyguanosine), C(C1=CC=CC=C1)(=O)Cl (benzoyl chloride). Yields the product C(C1=CC=CC=C1)(=O)NC1=NC(N([C@H]2C[C@H](O)[C@@H](CO)O2)C=C1)=O (N4 -Benzoyl-2'-deoxycytidine). As a reaction SMILES: O.[C@@H:2]1([N:10]2[CH:17]=[CH:16][C:14]([NH2:15])=[N:13][C:11]2=[O:12])[O:9][C@H:6]([CH2:7][OH:8])[C@@H:4]([OH:5])[CH2:3]1.N#N.[C:20]([C@@:25]1(N2C3N=C(N)NC(=O)C=3N=C2)O[C@H:29]([CH2:30][OH:31])[C@@H:27](O)[CH2:26]1)(=O)[CH:21](C)C.C(Cl)(=O)C1C=CC=CC=1>>[C:30]([NH:15][C:14]1[CH:16]=[CH:17][N:10]([C@@H:2]2[O:9][C@H:6]([CH2:7][OH:8])[C@@H:4]([OH:5])[CH2:3]2)[C:11](=[O:12])[N:13]=1)(=[O:31])[C:29]1[CH:21]=[CH:20][CH:25]=[CH:26][CH:27]=1 |f:0.1,2.3|. Procedure: This compound was prepared from 2'-deoxycytidine monohydrate by the same procedure used for the preparation of N2 -isobutyryl-2'-deoxyguanosine except that 9.0 mL (77.5 mmol, 5.17 equiv.) of benzoyl chloride was used instead of isobutyric anhydride. The reactants are Cl.C1(=CC=CC=C1)C(=O)C(C1=CC=CC=C1)N (desyl amine hydrochloride), Cl (hydrochloric acid), C(#CC(=O)OC)C(=O)OC (dimethyl acetylenedicarboxylate), C(#CC(=O)OC)C(=O)OC (dimethyl acetylenedicarboxylate), C(C)(=O)[O-].[Na+] (sodium acetate), C([O-])(O)=O.[Na+] (sodium bicarbonate). Solvent: CO (methanol), O (water). Reaction conditions: time 2 hour. The product is C1(=CC=CC=C1)C=1C(=C(NC1C1=CC=CC=C1)C(=O)OC)C(=O)OC (Dimethyl 4,5-diphenylpyrrole-2,3-dicarboxylate). The yield is 63.0%. RXN SMILES: Cl.[C:2]1([C:8]([CH:10]([NH2:17])[C:11]2[CH:16]=[CH:15][CH:14]=[CH:13][CH:12]=2)=O)[CH:7]=[CH:6][CH:5]=[CH:4][CH:3]=1.[C:18]([C:24]([O:26][CH3:27])=[O:25])#[C:19][C:20]([O:22][CH3:23])=[O:21].C([O-])(=O)C.[Na+].Cl.C(=O)(O)[O-].[Na+]>O.CO>[C:2]1([C:8]2[C:18]([C:24]([O:26][CH3:27])=[O:25])=[C:19]([C:20]([O:22][CH3:23])=[O:21])[NH:17][C:10]=2[C:11]2[CH:16]=[CH:15][CH:14]=[CH:13][CH:12]=2)[CH:7]=[CH:6][CH:5]=[CH:4][CH:3]=1 |f:0.1,3.4,6.7|. Reported procedure: In a 2 l RB 3-neck flask with mechanical stirrer and condenser was placed 76.7 g (0.31 mole) of desyl amine hydrochloride [Pschorr et al., Chem. Ber., 35, 2740 (1902)], 750 ml methanol, 88 g (0.62 mole) dimethyl acetylenedicarboxylate (freshyl distilled) and 61 g (0.75 mole) anhydrous sodium acetate. The mixture was then heated at reflux for two hours. Then another 44 g (0.31 mole) of dimethyl acetylenedicarboxylate was added, and heating continued another two hours. While the reaction mixture w... Starting materials: BrCCCCCCBr, CC(C)=O, Oc1ccc2c(ccn2-c2ccc(F)cc2)c1, [K+], [K+], O=C([O-])[O-]. The product is Fc1ccc(-n2ccc3cc(OCCCCCCBr)ccc32)cc1. As a reaction SMILES: [Br:18][CH2:19][CH2:20][CH2:21][CH2:22][CH2:23][CH2:24][Br:25].[CH3:32][C:33](=[O:34])[CH3:35].[F:1][c:2]1[cH:3][cH:4][c:5](-[n:8]2[cH:9][cH:10][c:11]3[cH:12][c:13]([OH:17])[cH:14][cH:15][c:16]23)[cH:6][cH:7]1.[K+:26].[K+:27].[O-:28][C:29]([O-:30])=[O:31]>>[F:1][c:2]1[cH:3][cH:4][c:5](-[n:8]2[cH:9][cH:10][c:11]3[cH:12][c:13]([O:17][CH2:24][CH2:23][CH2:22][CH2:21][CH2:20][CH2:19][Br:18])[cH:14][cH:15][c:16]23)[cH:6][cH:7]1. The product is CC1CN(C(=O)OC(C)(C)C)CC2Cc3ccc(OCc4ccccc4)nc3N12. Reactants: CC1CN(C(=O)OC(C)(C)C)CC2Cc3ccc(Br)nc3N12, Cc1ccccc1, [H-], [Na+], [Na+], [Na+], O=C([O-])[O-], OCc1ccccc1. RXN SMILES: [C:1]([CH3:2])([CH3:3])([CH3:4])[O:5][C:6](=[O:7])[N:8]1[CH2:9][CH:10]2[CH2:11][c:12]3[cH:13][cH:14][c:15]([Br:22])[n:16][c:17]3[N:18]2[CH:19]([CH3:21])[CH2:20]1.[CH3:39][c:40]1[cH:41][cH:42][cH:43][cH:44][cH:45]1.[H-:31].[Na+:32].[Na+:33].[Na+:34].[O-:35][C:36](=[O:37])[O-:38].[OH:23][CH2:24][c:25]1[cH:26][cH:27][cH:28][cH:29][cH:30]1>>[C:1]([CH3:2])([CH3:3])([CH3:4])[O:5][C:6](=[O:7])[N:8]1[CH2:9][CH:10]2[CH2:11][c:12]3[cH:13][cH:14][c:15]([O:23][CH2:24][c:25]4[cH:26][cH:27][cH:28][cH:29][cH:30]4)[n:16][c:17]3[N:18]2[CH:19]([CH3:21])[CH2:20]1.